This data is from the Open Reaction Database (ORD), a public repository of structured organic reaction records. The task is: describe an organic reaction: reactants, conditions, products, and yield The reactants are C(C)(C)(C)OC(=O)N1CCC(CC1)CN1CC(C2=CC=C(C=C12)N1C(N(C(C1=O)(C)C)CC1=CC=NC2=CC=CC=C12)=O)(C)C (4-[6-(4,4-dimethyl-2,5-dioxo-3-quinolin-4-ylmethyl-imidazolidin-1-yl)-3,3-dimethyl-2,3-dihydro-indol-1-ylmethyl]-piperidine-1-carboxylic acid tert-butyl ester), solution, Cl (hydrochloric acid). Run in CO (methanol). Yields the product CC1(CN(C2=CC(=CC=C12)N1C(N(C(C1=O)(C)C)CC1=CC=NC2=CC=CC=C12)=O)CC1CCNCC1)C (3-(3,3-Dimethyl-1-piperidin-4-ylmethyl-2,3-dihydro-1H-indol-6-yl)-5,5-dimethyl-1-quinolin-4-ylmethyl-imidazolidine-2,4-dione). Reaction SMILES: C(OC([N:8]1[CH2:13][CH2:12][CH:11]([CH2:14][N:15]2[C:23]3[C:18](=[CH:19][CH:20]=[C:21]([N:24]4[C:28](=[O:29])[C:27]([CH3:31])([CH3:30])[N:26]([CH2:32][C:33]5[C:42]6[C:37](=[CH:38][CH:39]=[CH:40][CH:41]=6)[N:36]=[CH:35][CH:34]=5)[C:25]4=[O:43])[CH:22]=3)[C:17]([CH3:45])([CH3:44])[CH2:16]2)[CH2:10][CH2:9]1)=O)(C)(C)C.Cl>CO>[CH3:44][C:17]1([CH3:45])[C:18]2[C:23](=[CH:22][C:21]([N:24]3[C:28](=[O:29])[C:27]([CH3:30])([CH3:31])[N:26]([CH2:32][C:33]4[C:42]5[C:37](=[CH:38][CH:39]=[CH:40][CH:41]=5)[N:36]=[CH:35][CH:34]=4)[C:25]3=[O:43])=[CH:20][CH:19]=2)[N:15]([CH2:14][CH:11]2[CH2:10][CH2:9][NH:8][CH2:13][CH2:12]2)[CH2:16]1. Procedure details: A solution of 25 mg 4-[6-(4,4-dimethyl-2,5-dioxo-3-quinolin-4-ylmethyl-imidazolidin-1-yl)-3,3-dimethyl-2,3-dihydro-indol-1-ylmethyl]-piperidine-1-carboxylic acid tert-butyl ester in 2 ml of a 8 N solution of hydrochloric acid in methanol was stirred for 1 hour at room temperature. After removal of the solvent under reduced pressure the residue was purified by preparative HPLC (C18 reverse phase column, elution with a water/acetonitrile gradient with 0.1% trifluoroacetic acid). Lyophilization of ... Starting materials: CCO, NC1CCCCC1, O, CC1(C)CCC(=O)C1O, Cc1ccccc1S(=O)(=O)O. Yields the product CC(C)(CO)C(O)C(=O)NC1CCCCC1. Reaction SMILES: [CH3:29][CH2:30][OH:31].[NH2:10][CH:11]1[CH2:12][CH2:13][CH2:14][CH2:15][CH2:16]1.[OH2:17].[OH:1][CH:2]1[C:3](=[O:9])[CH2:4][CH2:5][C:6]1([CH3:7])[CH3:8].[c:18]1([CH3:19])[c:20]([S:21]([OH:22])(=[O:23])=[O:25])[cH:24][cH:26][cH:27][cH:28]1>>[OH:1][CH:2]([C:3](=[O:9])[NH:10][CH:11]1[CH2:12][CH2:13][CH2:14][CH2:15][CH2:16]1)[C:6]([CH2:5][OH:25])([CH3:7])[CH3:8]. Product: C(C)(C)(C)OC(=O)N1CCC(CC1)N1N=CC(=C1)C=1C=NC(=C(C1)C=1N=C(C2=CC=CC=C2C1)C)N (4-{4-[6-Amino-5-(1-methylisoquinolin-3-yl)-pyridin-3-yl]-pyrazol-1-yl}-piperidine-1-carboxylic acid tert-butyl ester). The reactants are C(C)(C)(C)OC(=O)N1CCC(CC1)N1N=CC(=C1)C=1C=NC(=C(C1)B1OC(C(O1)(C)C)(C)C)N (4-{4-[6-Amino-5-(4,4,5,5-tetramethyl-[1,3,2]dioxaborolan-2-yl)-pyridin-3-yl]-pyrazol-1-yl}-piperidine-1-carboxylic acid tert-butyl ester), CC1=NC(=CC2=CC=CC=C12)OS(=O)(=O)C(F)(F)F (trifluoromethanesulfonic acid 1-methylisoquinolin-3-yl ester), O1CCOCC1 (1,4-dioxane), C(=O)([O-])[O-].[Cs+].[Cs+] (Cs2CO3), O (H2O). As a reaction SMILES: [C:1]([O:5][C:6]([N:8]1[CH2:13][CH2:12][CH:11]([N:14]2[CH:18]=[C:17]([C:19]3[CH:20]=[N:21][C:22]([NH2:34])=[C:23](B4OC(C)(C)C(C)(C)O4)[CH:24]=3)[CH:16]=[N:15]2)[CH2:10][CH2:9]1)=[O:7])([CH3:4])([CH3:3])[CH3:2].[CH3:35][C:36]1[C:45]2[C:40](=[CH:41][CH:42]=[CH:43][CH:44]=2)[CH:39]=[C:38](OS(C(F)(F)F)(=O)=O)[N:37]=1.O1CCOCC1.C([O-])([O-])=O.[Cs+].[Cs+].O>C1C=CC([P]([Pd]([P](C2C=CC=CC=2)(C2C=CC=CC=2)C2C=CC=CC=2)([P](C2C=CC=CC=2)(C2C=CC=CC=2)C2C=CC=CC=2)[P](C2C=CC=CC=2)(C2C=CC=CC=2)C2C=CC=CC=2)(C2C=CC=CC=2)C2C=CC=CC=2)=CC=1>[C:1]([O:5][C:6]([N:8]1[CH2:13][CH2:12][CH:11]([N:14]2[CH:18]=[C:17]([C:19]3[CH:20]=[N:21][C:22]([NH2:34])=[C:23]([C:38]4[N:37]=[C:36]([CH3:35])[C:45]5[C:40]([CH:39]=4)=[CH:41][CH:42]=[CH:43][CH:44]=5)[CH:24]=3)[CH:16]=[N:15]2)[CH2:10][CH2:9]1)=[O:7])([CH3:3])([CH3:4])[CH3:2] |f:3.4.5,^1:70,72,91,110|. Reaction conditions: temperature 100 celsius. The reagents and catalysts are C=1C=CC(=CC1)[P](C=2C=CC=CC2)(C=3C=CC=CC3)[Pd]([P](C=4C=CC=CC4)(C=5C=CC=CC5)C=6C=CC=CC6)([P](C=7C=CC=CC7)(C=8C=CC=CC8)C=9C=CC=CC9)[P](C=1C=CC=CC1)(C=1C=CC=CC1)C=1C=CC=CC1 (Pd(PPh3)4). Reported procedure: To a solution of 4-{4-[6-Amino-5-(4,4,5,5-tetramethyl-[1,3,2]dioxaborolan-2-yl)-pyridin-3-yl]-pyrazol-1-yl}-piperidine-1-carboxylic acid tert-butyl ester (BB3) (97.5 mg, 0.208 mmol), trifluoromethanesulfonic acid 1-methylisoquinolin-3-yl ester (62.3 mg, 0.214 mmol), and Pd(PPh3)4 (15 mg, 0.013 mmol) in 1,4-dioxane (3.2 mL, 41 mmol) in a sealable microwave tube was added a solution of Cs2CO3 (135 mg, 0.413 mmol) in H2O (0.95 mL, 53 mmol). The tube was sealed, evacuated and refilled with nitrogen ... Starting materials: O=C([O-])[O-], CCC(=O)O, COCCOC, I[Cu]I, O=c1[nH]c2ccc(I)cc2c2cc[nH]c12, [K+], [K+], Sc1ccccc1. Product: CCC(=O)O, O=c1[nH]c2ccc(Sc3ccccc3)cc2c2cc[nH]c12. As a reaction SMILES: [C:21](=[O:22])([O-:23])[O-:24].[CH2:1]([CH3:2])[C:3](=[O:4])[OH:5].[CH2:34]([CH2:35][O:36][CH3:37])[O:38][CH3:39].[Cu:40]([I:41])[I:42].[I:6][c:7]1[cH:8][c:9]2[c:10]3[c:11]([c:12](=[O:17])[nH:13][c:14]2[cH:15][cH:16]1)[nH:18][cH:19][cH:20]3.[K+:25].[K+:26].[SH:27][c:28]1[cH:29][cH:30][cH:31][cH:32][cH:33]1>>[CH2:1]([CH3:2])[C:3](=[O:4])[OH:5].[c:7]1([S:27][c:28]2[cH:29][cH:30][cH:31][cH:32][cH:33]2)[cH:8][c:9]2[c:10]3[c:11]([c:12](=[O:17])[nH:13][c:14]2[cH:15][cH:16]1)[nH:18][cH:19][cH:20]3. The reactants are crude product, CCC=C (butene-1), P (PH3), 71. Solvent: C1(=CC=CC=C1)C (toluene), C1(=CC=CC=C1)C (toluene). Reaction conditions: temperature 80 celsius, time 2.5 hour. Yields the product C(CCC)P(CCCC)CCCC (tributylphosphine). As a reaction SMILES: [CH3:1][CH2:2][CH:3]=[CH2:4].[PH3:5]>C1(C)C=CC=CC=1>[CH2:4]([P:5]([CH2:1][CH2:2][CH2:3][CH3:4])[CH2:4][CH2:3][CH2:2][CH3:1])[CH2:3][CH2:2][CH3:1]. Procedure details: A 90 liter-autoclave was charged with 9.6 kg (170 mol) butene-1 and 1.75 kg (51 mol) PH3 in the sequential order indicated. Next, the autoclave was heated to 80° C. and the addition of the toluene/ABIN-solution was started. 12 l toluene in which 170 g ABIN (2 mol %, based on PH3) was dissolved was pumped over a period of 2.5 hours into the reactor so that the temperature of the reaction mixture did not exceed 100° C. After a reaction period of 71/2 hours, the whole was allowed to cool and the cr... Starting materials: CC(C)(C)OC(=O)N1CCOC(c2ccc(Br)cc2)C1, CC(C)(C)[O-], Cc1ccccc1, [Na+], O=C(C=Cc1ccccc1)C=Cc1ccccc1, O=C(C=Cc1ccccc1)C=Cc1ccccc1, O=C(C=Cc1ccccc1)C=Cc1ccccc1, [Pd], [Pd], N=C(c1ccccc1)c1ccccc1, c1ccc(P(c2ccccc2)c2ccc3ccccc3c2-c2c(P(c3ccccc3)c3ccccc3)ccc3ccccc23)cc1. The product is CC(C)(C)OC(=O)N1CCOC(c2ccc(N=C(c3ccccc3)c3ccccc3)cc2)C1. Reaction SMILES: [Br:1][c:2]1[cH:3][cH:4][c:5]([CH:8]2[O:9][CH2:10][CH2:11][N:12]([C:14](=[O:15])[O:16][C:17]([CH3:18])([CH3:19])[CH3:20])[CH2:13]2)[cH:6][cH:7]1.[CH3:81][C:82]([CH3:83])([O-:84])[CH3:85].[CH3:87][c:88]1[cH:89][cH:90][cH:91][cH:92][cH:93]1.[Na+:86].[O:114]=[C:115]([CH:116]=[CH:117][c:118]1[cH:119][cH:120][cH:121][cH:122][cH:123]1)[CH:124]=[CH:125][c:126]1[cH:127][cH:128][cH:129][cH:130][cH:131]1.[O:132]=[C:133]([CH:134]=[CH:135][c:136]1[cH:137][cH:138][cH:139][cH:140][cH:141]1)[CH:142]=[CH:143][c:144]1[cH:145][cH:146][cH:147][cH:148][cH:149]1.[O:96]=[C:97]([CH:98]=[CH:99][c:100]1[cH:101][cH:102][cH:103][cH:104][cH:105]1)[CH:106]=[CH:107][c:108]1[cH:109][cH:110][cH:111][cH:112][cH:113]1.[Pd:94].[Pd:95].[c:21]1([C:27](=[NH:28])[c:29]2[cH:30][cH:31][cH:32][cH:33][cH:34]2)[cH:22][cH:23][cH:24][cH:25][cH:26]1.[cH:35]1[cH:36][cH:37][c:38]([P:39]([c:40]2[cH:41][cH:42][c:43]3[c:44]([cH:45][cH:46][cH:47][cH:48]3)[c:49]2-[c:50]2[c:51]3[c:52]([cH:53][cH:54][cH:55][cH:56]3)[cH:57][cH:58][c:59]2[P:60]([c:61]2[cH:62][cH:63][cH:64][cH:65][cH:66]2)[c:67]2[cH:68][cH:69][cH:70][cH:71][cH:72]2)[c:73]2[cH:74][cH:75][cH:76][cH:77][cH:78]2)[cH:79][cH:80]1>>[c:2]1([N:28]=[C:27]([c:21]2[cH:22][cH:23][cH:24][cH:25][cH:26]2)[c:29]2[cH:30][cH:31][cH:32][cH:33][cH:34]2)[cH:3][cH:4][c:5]([CH:8]2[O:9][CH2:10][CH2:11][N:12]([C:14](=[O:15])[O:16][C:17]([CH3:18])([CH3:19])[CH3:20])[CH2:13]2)[cH:6][cH:7]1. The reactants are C1CCC(CC1)N=C=NC2CCCCC2 (DCC), C(C)(C)(C)OC(=O)N1C[C@H]([C@H](CCC1)O)N ((3R,4S)-3-Amino-4-hydroxy-azepane-1-carboxylic acid tert-butyl ester), N1=CC=C(C=C1)C(=O)O (4-pyridinecarboxylic acid), CN(C)C1=NC=CC=C1 (dimethylaminopyridine). The solvent is C(Cl)Cl (CH2Cl2), C(Cl)Cl (CH2Cl2), O (water). Run at temperature 5 celsius, time 48 hour. The product is C(C)(C)(C)OC(=O)N1C[C@H]([C@H](CCC1)O)NC(=O)C1=CC=NC=C1 ((3R,4S)-4-Hydroxy-3-[ (pyridine-4-carbonyl)-amino]-azepane-1-carboxylic acid tert-butyl ester). Reaction SMILES: [C:1]([O:5][C:6]([N:8]1[CH2:14][CH2:13][CH2:12][C@H:11]([OH:15])[C@H:10]([NH2:16])[CH2:9]1)=[O:7])([CH3:4])([CH3:3])[CH3:2].[N:17]1[CH:22]=[CH:21][C:20]([C:23](O)=[O:24])=[CH:19][CH:18]=1.CN(C1C=CC=CN=1)C.C1CCC(N=C=NC2CCCCC2)CC1>C(Cl)Cl.O>[C:1]([O:5][C:6]([N:8]1[CH2:14][CH2:13][CH2:12][C@H:11]([OH:15])[C@H:10]([NH:16][C:23]([C:20]2[CH:21]=[CH:22][N:17]=[CH:18][CH:19]=2)=[O:24])[CH2:9]1)=[O:7])([CH3:4])([CH3:2])[CH3:3]. Procedure details: 36.85 g of (3R,4S)-3-Amino-4-hydroxy-azepane-1-carboxylic acid tert-butyl ester, 19.70 g 4-pyridinecarboxylic acid, and 9.76 g dimethylaminopyridine were dissolved in 500 mL CH2Cl2 and cooled to 5° C. 33.01 g DCC was dissolved in 250 mL CH2Cl2 and added to the above mixture within 2 h. The reaction mixture was stirred for 48 h at rt. 200 mL water was added and the mixture is stirred for 2 h at rt. The precipitate was filtered off and the organic phase was extracted two times with 500 mL water. T...